From a dataset of the Open Reaction Database (ORD), a public repository of structured organic reaction records. describe an organic reaction: reactants, conditions, products, and yield Starting materials: CO, C(CCCCCCC1CCCCC1)CCCCCOC1CCCCO1. Product: OCCCCCCCCCCCCC1CCCCC1. RXN SMILES: [CH3:26][OH:27].[CH:1]1([CH2:7][CH2:8][CH2:9][CH2:10][CH2:11][CH2:12][CH2:13][CH2:14][CH2:15][CH2:16][CH2:17][CH2:18][O:19][CH:20]2[CH2:21][CH2:22][CH2:23][CH2:24][O:25]2)[CH2:2][CH2:3][CH2:4][CH2:5][CH2:6]1>>[CH:1]1([CH2:7][CH2:8][CH2:9][CH2:10][CH2:11][CH2:12][CH2:13][CH2:14][CH2:15][CH2:16][CH2:17][CH2:18][OH:19])[CH2:2][CH2:3][CH2:4][CH2:5][CH2:6]1. Starting materials: CCC(C)(C)O, Cc1ccccc1, ClCCCCc1ccccc1, [I-], [Na+], [Na+], [OH-], c1c[nH]nn1. Reaction SMILES: [C:21]([OH:22])([CH2:23][CH3:24])([CH3:25])[CH3:26].[CH3:27][c:28]1[cH:29][cH:30][cH:31][cH:32][cH:33]1.[Cl:10][CH2:11][CH2:12][CH2:13][CH2:14][c:15]1[cH:16][cH:17][cH:18][cH:19][cH:20]1.[I-:7].[Na+:6].[Na+:9].[OH-:8].[nH:1]1[n:2][n:3][cH:4][cH:5]1>>[n:1]1([CH2:11][CH2:12][CH2:13][CH2:14][c:15]2[cH:16][cH:17][cH:18][cH:19][cH:20]2)[n:2][n:3][cH:4][cH:5]1. Yields the product c1ccc(CCCCn2ccnn2)cc1. The reactants are O=c1[nH]nc(-c2cccc(Cl)c2)c2ncccc12, Cl, [H-], CC(C)I, [Na+], C1CCOC1. The product is CC(C)n1nc(-c2cccc(Cl)c2)c2ncccc2c1=O. Reaction SMILES: [Cl:1][c:2]1[cH:3][c:4](-[c:8]2[n:9][nH:10][c:11](=[O:18])[c:12]3[c:13]2[n:14][cH:15][cH:16][cH:17]3)[cH:5][cH:6][cH:7]1.[ClH:25].[H-:19].[I:21][CH:22]([CH3:23])[CH3:24].[Na+:20].[O:26]1[CH2:27][CH2:28][CH2:29][CH2:30]1>>[Cl:1][c:2]1[cH:3][c:4](-[c:8]2[n:9][n:10]([CH:22]([CH3:23])[CH3:24])[c:11](=[O:18])[c:12]3[c:13]2[n:14][cH:15][cH:16][cH:17]3)[cH:5][cH:6][cH:7]1. The reactants are C(C)(C)O (isopropanol), Cl (hydrogen chloride), C(C)(=O)OCC (ethyl acetate), C(C)(C)(C)OC(=O)NC=1C(=NC(=NC1C)C1=CC=CC=C1)C1=CC=NC=C1 (5-tert-butyloxycarbonylamino-6-methyl-2-phenyl-4-(4-pyridyl)pyrimidine). Run in C(C)O (ethanol), O (water). The product is NC=1C(=NC(=NC1C)C1=CC=CC=C1)C1=CC=NC=C1 (5-amino-6-methyl-2-phenyl-4-(4-pyridyl)pyrimidine). As a reaction SMILES: C(OC([NH:8][C:9]1[C:10]([C:22]2[CH:27]=[CH:26][N:25]=[CH:24][CH:23]=2)=[N:11][C:12]([C:16]2[CH:21]=[CH:20][CH:19]=[CH:18][CH:17]=2)=[N:13][C:14]=1[CH3:15])=O)(C)(C)C.C(O)(C)C.Cl.C(OCC)(=O)C>C(O)C.O>[NH2:8][C:9]1[C:10]([C:22]2[CH:23]=[CH:24][N:25]=[CH:26][CH:27]=2)=[N:11][C:12]([C:16]2[CH:17]=[CH:18][CH:19]=[CH:20][CH:21]=2)=[N:13][C:14]=1[CH3:15]. Procedure details: A mixture of 5-tert-butyloxycarbonylamino-6-methyl-2-phenyl-4-(4-pyridyl)pyrimidine (1.5 g) and an isopropanol solution of hydrogen chloride (4 ml, HCl 5 mMol/ml) in ethanol (15 ml) was stirred for 1 hour at 40° C. After cooling to room temperature, the reaction mixture was poured into a suspension of ethyl acetate (100 ml) and water (50 ml) under stirring, and the mixture was adjusted to pH 9.0. The separated organic layer was washed with saturated aqueous sodium chloride and dried over magnesi... RXN SMILES: [CH3:11][I:12].[CH3:13][CH2:14][O:15][C:16](=[O:17])[CH3:18].[CH3:19][N:20]([CH3:21])[CH:22]=[O:23].[H-:1].[Na+:2].[nH:3]1[cH:4][cH:5][n:6]2[n:7][cH:8][cH:9][c:10]12>>[n:3]1([CH3:13])[cH:4][cH:5][n:6]2[n:7][cH:8][cH:9][c:10]12. Reactants: CI, CCOC(C)=O, CN(C)C=O, [H-], [Na+], c1cc2[nH]ccn2n1. The product is Cn1ccn2nccc12. Starting materials: C(=C)S(=O)(=O)C=1C=CC(=C(C1)S(=O)(=O)NC1=C(C=CC=C1)NS(=O)(=O)C1=CC2=C(S1)C=CC=C2)OC (benzo[b]thiophene-2-sulfonic acid [2-(5-ethenesulfonyl-2-methoxybenzenesulfonylamino)phenyl]-amide), N1CCCC1 (pyrrolidine). Solvent: C(Cl)Cl (DCM), C1CCOC1 (THF). Reaction conditions: time 1 hour. Yields the product COC1=C(C=C(C=C1)S(=O)(=O)CCN1CCCC1)S(=O)(=O)NC1=C(C=CC=C1)NS(=O)(=O)C1=CC2=C(S1)C=CC=C2 (benzo[b]thiophene-2-sulfonic acid {2-[2-methoxy-5-(2-pyrrolidin-1-yl-ethanesulfonyl)-benzenesulfonylamino]phenyl} amide). As a reaction SMILES: [CH:1]([S:3]([C:6]1[CH:7]=[CH:8][C:9]([O:35][CH3:36])=[C:10]([S:12]([NH:15][C:16]2[CH:21]=[CH:20][CH:19]=[CH:18][C:17]=2[NH:22][S:23]([C:26]2[S:30][C:29]3[CH:31]=[CH:32][CH:33]=[CH:34][C:28]=3[CH:27]=2)(=[O:25])=[O:24])(=[O:14])=[O:13])[CH:11]=1)(=[O:5])=[O:4])=[CH2:2].[NH:37]1[CH2:41][CH2:40][CH2:39][CH2:38]1>C1COCC1.C(Cl)Cl>[CH3:36][O:35][C:9]1[CH:8]=[CH:7][C:6]([S:3]([CH2:1][CH2:2][N:37]2[CH2:41][CH2:40][CH2:39][CH2:38]2)(=[O:4])=[O:5])=[CH:11][C:10]=1[S:12]([NH:15][C:16]1[CH:21]=[CH:20][CH:19]=[CH:18][C:17]=1[NH:22][S:23]([C:26]1[S:30][C:29]2[CH:31]=[CH:32][CH:33]=[CH:34][C:28]=2[CH:27]=1)(=[O:25])=[O:24])(=[O:13])=[O:14]. Procedure: To a solution of benzo[b]thiophene-2-sulfonic acid [2-(5-ethenesulfonyl-2-methoxybenzenesulfonylamino)phenyl]-amide (0.2 mmol, prepared as in Example 19) in dry THF (2 mL) was added 0.2 mL of pyrrolidine. The resulting reaction mixture was stirred at room temperature for 1 h. The reaction mixture was diluted with DCM (10 mL) and was washed with saturated sodium chloride aqueous solution (25 mL). The organic phase was dried over anhydrous sodium sulfate and concentrated under vacuum. The residue ... The product is CC1=CC=CC(=C1C(=O)C1=C(C(=C(C=C1C)OC)OC)OC)O (6,6'-dimethyl-2-hydroxy-2',3',4'-trimethoxy-benzophenone). Reaction SMILES: [CH3:1][C:2]1[C:7]([C:8]([C:10]2[C:15]([CH3:16])=[CH:14][C:13]([O:17][CH3:18])=[C:12]([O:19][CH3:20])[C:11]=2[O:21][CH3:22])=[O:9])=[C:6]([O:23]C(=O)C(C)(C)C)[CH:5]=[CH:4][CH:3]=1.C(=O)([O-])[O-].[K+].[K+].CO>O>[CH3:1][C:2]1[C:7]([C:8]([C:10]2[C:15]([CH3:16])=[CH:14][C:13]([O:17][CH3:18])=[C:12]([O:19][CH3:20])[C:11]=2[O:21][CH3:22])=[O:9])=[C:6]([OH:23])[CH:5]=[CH:4][CH:3]=1 |f:1.2.3|. Starting materials: CC1=CC=CC(=C1C(=O)C1=C(C(=C(C=C1C)OC)OC)OC)OC(C(C)(C)C)=O (6,6'-dimethyl-2-pivaloyloxy-2',3',4'-trimethoxy-benzophenone), C([O-])([O-])=O.[K+].[K+] (potassium carbonate), CO (methanol). Solvent: O (water), O (water). Conditions: time 16 hour. Procedure details: A mixture of 3B (1.42 g, 3.6 mmol), potassium carbonate (1.5 g), methanol (30 ml) and water (10 ml) is stirred at room temperature for 16 hours. The reaction mixture is poured into water, acidified and extracted with diisopropylether. The organic phase is separated and concentrated. The pure product is obtained as a yellow solid, 0.75 g (65.8%), mp. 82-84° C.